From a dataset of the Open Reaction Database (ORD), a public repository of structured organic reaction records. describe an organic reaction: reactants, conditions, products, and yield Starting materials: BrCC(=O)C1=CC=C(C=C1)C1=CC=CC=C1 (2-Bromo-4'-phenylacetophenone), C(C)(C)(C)N (tert-butylamine). Run in C(C)#N (acetonitrile). The product is Br.C1(=CC=CC=C1)C1=CC=C(C=C1)C(CNC(C)(C)C)=O (4'-phenyl-2-(tert-butylamino)acetophenone hydrobromide). Reaction SMILES: [Br:1][CH2:2][C:3]([C:5]1[CH:10]=[CH:9][C:8]([C:11]2[CH:16]=[CH:15][CH:14]=[CH:13][CH:12]=2)=[CH:7][CH:6]=1)=[O:4].[C:17]([NH2:21])([CH3:20])([CH3:19])[CH3:18]>C(#N)C>[BrH:1].[C:11]1([C:8]2[CH:9]=[CH:10][C:5]([C:3](=[O:4])[CH2:2][NH:21][C:17]([CH3:20])([CH3:19])[CH3:18])=[CH:6][CH:7]=2)[CH:16]=[CH:15][CH:14]=[CH:13][CH:12]=1 |f:3.4|. Procedure details: This Example was carried out in a similar manner to Example 2. 2-Bromo-4'-phenylacetophenone (25.0 g) in acetonitrile (150 ml) was reacted with tert-butylamine (28.4 ml) to give 4'-phenyl-2-(tert-butylamino)acetophenone hydrobromide (5.31 g) m.p. 234-237° C. (with decomposition). This compound was reacted with malononitrile (1.7 g) and potassium hydroxide (3.0 g) in water (4 ml) in methanol (100 ml) under nitrogen to give 2-amino-4-(4-biphenylyl)-3-cyano-1-(tert-butyl)pyrrole (3.75 g) which was ... Reactants: Clc1cccc(Nc2nccc(-c3ccnc(Cl)c3)n2)c1, N, C1COCCO1. The product is Nc1cc(-c2ccnc(Nc3cccc(Cl)c3)n2)ccn1. As a reaction SMILES: [Cl:1][c:2]1[cH:3][c:4]([NH:8][c:9]2[n:10][cH:11][cH:12][c:13](-[c:15]3[cH:16][c:17]([Cl:21])[n:18][cH:19][cH:20]3)[n:14]2)[cH:5][cH:6][cH:7]1.[NH3:22].[O:23]1[CH2:24][CH2:25][O:26][CH2:27][CH2:28]1>>[Cl:1][c:2]1[cH:3][c:4]([NH:8][c:9]2[n:10][cH:11][cH:12][c:13](-[c:15]3[cH:16][c:17]([NH2:22])[n:18][cH:19][cH:20]3)[n:14]2)[cH:5][cH:6][cH:7]1.